Dataset: the Open Reaction Database (ORD), a public repository of structured organic reaction records. Task: describe an organic reaction: reactants, conditions, products, and yield Yields the product C1(=CC=CC2=CC=CC=C12)NC=C1C(N(C2=CC(=C(C=C2C1=O)OC)OC)C(=O)OCC)C (3-(α-napthylaminomethylene)-6,7-dimethoxy-2-methyl-4-oxo-1,2,3,4-tetrahydro-1-quinoline carboxylic acid, ethyl ester). Reactants: C1=C(C=CC2=CC=CC=C12)NC=C1C(N(C2=CC(=C(C=C2C1=O)OC)OC)C(=O)OCC)C (3-(β-naphthylaminomethylene)-6,7-dimethoxy-2-methyl-4-oxo-1,2,3,4-tetrahydro-1-quinoline carboxylic acid, ethyl ester), C1(=CC=CC2=CC=CC=C12)C(CC)NC=C1C(N(C2=CC(=C(C=C2C1=O)OC)OC)C(=O)OCC)C (3-(α-naphthylpropylaminomethylene)-6,7-dimethoxy-2-methyl-4-oxo-1,2,3,4-tetrahydro-1-quinoline carboxylic acid, ethyl ester), C1(=CC=CC2=CC=CC=C12)C(CNC=C1C(N(C2=CC(=C(C=C2C1=O)OC)OC)C(=O)OCC)C)CC (3-(β-naphthylbutylaminomethylene)-6,7-dimethoxy-2-methyl-4-oxo-1,2,3,4-tetrahydro-1-quinoline carboxylic acid, ethyl ester), C1(=CC=CC2=CC=CC=C12)CNC=C1C(N(C2=CC(=C(C=C2C1=O)OC)OC)C(=O)OCC)C (3-(α-naphthylmethylaminomethylene)-6,7-dimethoxy-2-methyl-4-oxo-1,2,3,4-tetrahydro-1-quinoline carboxylic acid, ethyl ester), C1(=CC=CC2=CC=CC=C12)CCNC=C1C(N(C2=CC(=C(C=C2C1=O)OC)OC)C(=O)OCC)C (3-(β-naphthylethylaminomethylene)-6,7-dimethoxy-2-methyl-4-oxo-1,2,3,4-tetrahydro-1-quinoline carboxylic acid, ethyl ester). RXN SMILES: [CH:1]1[C:10]2[C:5](=[CH:6][CH:7]=[CH:8][CH:9]=2)[CH:4]=[CH:3][C:2]=1[NH:11][CH:12]=[C:13]1[C:22](=[O:23])[C:21]2[C:16](=[CH:17][C:18]([O:26][CH3:27])=[C:19]([O:24][CH3:25])[CH:20]=2)[N:15]([C:28]([O:30][CH2:31][CH3:32])=[O:29])[CH:14]1[CH3:33].C1(CNC=C2C(=O)C3C(=CC(OC)=C(OC)C=3)N(C(OCC)=O)C2C)C2C(=CC=CC=2)C=CC=1.C1(CCNC=C2C(=O)C3C(=CC(OC)=C(OC)C=3)N(C(OCC)=O)C2C)C2C(=CC=CC=2)C=CC=1.C1(C(NC=C2C(=O)C3C(=CC(OC)=C(OC)C=3)N(C(OCC)=O)C2C)CC)C2C(=CC=CC=2)C=CC=1.C1(C(CC)CNC=C2C(=O)C3C(=CC(OC)=C(OC)C=3)N(C(OCC)=O)C2C)C2C(=CC=CC=2)C=CC=1>>[C:2]1([NH:11][CH:12]=[C:13]2[C:22](=[O:23])[C:21]3[C:16](=[CH:17][C:18]([O:26][CH3:27])=[C:19]([O:24][CH3:25])[CH:20]=3)[N:15]([C:28]([O:30][CH2:31][CH3:32])=[O:29])[CH:14]2[CH3:33])[C:1]2[C:10](=[CH:9][CH:8]=[CH:7][CH:6]=2)[CH:5]=[CH:4][CH:3]=1. Procedure: 3-(β-naphthylaminomethylene)-6,7-dimethoxy-2-methyl-4-oxo-1,2,3,4-tetrahydro-1-quinoline carboxylic acid, ethyl ester; 3-(α-naphthylmethylaminomethylene)-6,7-dimethoxy-2-methyl-4-oxo-1,2,3,4-tetrahydro-1-quinoline carboxylic acid, ethyl ester; 3-(β-naphthylethylaminomethylene)-6,7-dimethoxy-2-methyl-4-oxo-1,2,3,4-tetrahydro-1-quinoline carboxylic acid, ethyl ester; 3-(α-naphthylpropylaminomethylene)-6,7-dimethoxy-2-methyl-4-oxo-1,2,3,4-tetrahydro-1-quinoline carboxylic acid, ethyl ester; and 3-(... The reactants are C#CCBr, C1CCOC1, COc1ccc(C(OCC(C)(CO)CO)(c2ccccc2)c2ccc(OC)cc2)cc1, ClCCl, [H-], [Na+], O. Yields the product C#CCOCC(C)(CO)COC(c1ccccc1)(c1ccc(OC)cc1)c1ccc(OC)cc1. RXN SMILES: [CH2:34]([C:35]#[CH:36])[Br:37].[CH2:41]1[O:42][CH2:43][CH2:44][CH2:45]1.[CH3:1][O:2][c:3]1[cH:4][cH:5][c:6]([C:7]([c:8]2[cH:9][cH:10][c:11]([O:14][CH3:15])[cH:12][cH:13]2)([c:16]2[cH:17][cH:18][cH:19][cH:20][cH:21]2)[O:22][CH2:23][C:24]([CH2:25][OH:26])([CH3:27])[CH2:28][OH:29])[cH:30][cH:31]1.[Cl:38][CH2:39][Cl:40].[H-:32].[Na+:33].[OH2:46]>>[CH3:1][O:2][c:3]1[cH:4][cH:5][c:6]([C:7]([c:8]2[cH:9][cH:10][c:11]([O:14][CH3:15])[cH:12][cH:13]2)([c:16]2[cH:17][cH:18][cH:19][cH:20][cH:21]2)[O:22][CH2:23][C:24]([CH2:25][OH:26])([CH3:27])[CH2:28][O:29][CH2:36][C:35]#[CH:34])[cH:30][cH:31]1. The reactants are CCCCOc1c(C=O)cccc1OC, Cc1nc2sccn2c(=O)c1-c1ccc(C(F)(F)F)cc1, CC[O-], CCO, [Na+]. The product is CCCCOc1c(C=Cc2nc3sccn3c(=O)c2-c2ccc(C(F)(F)F)cc2)cccc1OC. As a reaction SMILES: [CH2:22]([CH2:23][CH2:24][CH3:25])[O:26][c:27]1[c:28]([CH:29]=[O:30])[cH:31][cH:32][cH:33][c:34]1[O:35][CH3:36].[CH3:1][c:2]1[n:3][c:4]2[n:5]([c:6](=[O:18])[c:7]1-[c:8]1[cH:9][cH:10][c:11]([C:14]([F:15])([F:16])[F:17])[cH:12][cH:13]1)[cH:19][cH:20][s:21]2.[CH3:38][CH2:39][O-:40].[CH3:41][CH2:42][OH:43].[Na+:37]>>[CH:1]([c:2]1[n:3][c:4]2[n:5]([c:6](=[O:18])[c:7]1-[c:8]1[cH:9][cH:10][c:11]([C:14]([F:15])([F:16])[F:17])[cH:12][cH:13]1)[cH:19][cH:20][s:21]2)=[CH:29][c:28]1[c:27]([O:26][CH2:22][CH2:23][CH2:24][CH3:25])[c:34]([O:35][CH3:36])[cH:33][cH:32][cH:31]1.